From a dataset of the Open Reaction Database (ORD), a public repository of structured organic reaction records. describe an organic reaction: reactants, conditions, products, and yield The reactants are CCn1cc(C#N)c2ccc(C(=O)Cl)cc21, C1CCOC1, CCOC(C)=O, ClCCl, Nc1ccccc1, O. The product is CCn1cc(C#N)c2ccc(C(=O)Nc3ccccc3)cc21. As a reaction SMILES: [C:1](#[N:2])[c:3]1[cH:4][n:5]([CH2:15][CH3:16])[c:6]2[cH:7][c:8]([C:12](=[O:13])[Cl:14])[cH:9][cH:10][c:11]12.[CH2:33]1[O:34][CH2:35][CH2:36][CH2:37]1.[CH3:24][CH2:25][O:26][C:27]([CH3:28])=[O:29].[Cl:30][CH2:31][Cl:32].[NH2:17][c:18]1[cH:19][cH:20][cH:21][cH:22][cH:23]1.[OH2:38]>>[C:1](#[N:2])[c:3]1[cH:4][n:5]([CH2:15][CH3:16])[c:6]2[cH:7][c:8]([C:12](=[O:13])[NH:17][c:18]3[cH:19][cH:20][cH:21][cH:22][cH:23]3)[cH:9][cH:10][c:11]12. The reactants are CCCCCCS, ClCCl, COC(=O)C(OC)c1ccc(OC)c(OC)c1, O=S(=O)(O)O. Reaction SMILES: [CH2:18]([CH2:19][CH2:20][CH2:21][CH2:22][CH3:23])[SH:24].[CH2:30]([Cl:31])[Cl:32].[CH3:1][O:2][CH:3]([C:4](=[O:5])[O:6][CH3:7])[c:8]1[cH:9][c:10]([O:16][CH3:17])[c:11]([O:14][CH3:15])[cH:12][cH:13]1.[S:25](=[O:26])(=[O:27])([OH:28])[OH:29]>>[CH:3]([C:4](=[O:5])[O:6][CH3:7])([c:8]1[cH:9][c:10]([O:16][CH3:17])[c:11]([O:14][CH3:15])[cH:12][cH:13]1)[S:24][CH2:18][CH2:19][CH2:20][CH2:21][CH2:22][CH3:23]. Yields the product CCCCCCSC(C(=O)OC)c1ccc(OC)c(OC)c1. Reactants: NC=1C=C(C(=CC1F)F)N1C=C(C(C2=CC(=C(N=C12)Cl)F)=O)C(=O)OCC (ethyl 1-(3-amino-4,6-difluorophenyl)-7-chloro-6-fluoro-1,4-dihydro-4-oxo-1,8-naphthyridine-3-carboxylate), Cl.C(C)(=O)O (hydrochloric acid acetic acid). The solvent is O (water). Yields the product NC=1C=C(C(=CC1F)F)N1C=C(C(C2=CC(=C(N=C12)Cl)F)=O)C(=O)O (1-(3-amino-4,6-difluorophenyl)-7-chloro-6-fluoro-1,4-dihydro-4-oxo-1,8-naphthyridine-3-carboxylic acid). Isolated yield 96.8%. As a reaction SMILES: [NH2:1][C:2]1[CH:3]=[C:4]([N:10]2[C:19]3[C:14](=[CH:15][C:16]([F:21])=[C:17]([Cl:20])[N:18]=3)[C:13](=[O:22])[C:12]([C:23]([O:25]CC)=[O:24])=[CH:11]2)[C:5]([F:9])=[CH:6][C:7]=1[F:8].Cl.C(O)(=O)C>O>[NH2:1][C:2]1[CH:3]=[C:4]([N:10]2[C:19]3[C:14](=[CH:15][C:16]([F:21])=[C:17]([Cl:20])[N:18]=3)[C:13](=[O:22])[C:12]([C:23]([OH:25])=[O:24])=[CH:11]2)[C:5]([F:9])=[CH:6][C:7]=1[F:8] |f:1.2|. Procedure details: To 0.6 g of ethyl 1-(3-amino-4,6-difluorophenyl)-7-chloro-6-fluoro-1,4-dihydro-4-oxo-1,8-naphthyridine-3-carboxylate was added 4 ml of a 3N hydrochloric acid/acetic acid mixture. The solution was heated at reflux for 2 hours. Distilled water (3 ml) was added to the solution, which was refluxed for 5 minutes. The precipitate was collected by filtration and washed with ethanol to give 0.54 g of the title compound. As a reaction SMILES: [C:40]([O:41][BH-:42]([O:43][C:44](=[O:45])[CH3:46])[O:47][C:48](=[O:49])[CH3:50])(=[O:51])[CH3:52].[CH3:22][C:23]1([CH2:29][OH:30])[CH2:24][CH2:25][NH:26][CH2:27][CH2:28]1.[CH:1](=[O:2])[c:3]1[c:4]([CH3:21])[cH:5][c:6]([O:7][CH:8]2[CH2:9][N:10]([C:12](=[O:13])[O:14][C:15]([CH3:16])([CH3:17])[CH3:18])[CH2:11]2)[cH:19][cH:20]1.[CH:31]([N:32]([CH2:33][CH3:34])[CH:35]([CH3:36])[CH3:37])([CH3:38])[CH3:39].[Cl:54][CH2:55][Cl:56].[Na+:53]>>[CH2:1]([c:3]1[c:4]([CH3:21])[cH:5][c:6]([O:7][CH:8]2[CH2:9][N:10]([C:12](=[O:13])[O:14][C:15]([CH3:16])([CH3:17])[CH3:18])[CH2:11]2)[cH:19][cH:20]1)[N:26]1[CH2:25][CH2:24][C:23]([CH3:22])([CH2:29][OH:30])[CH2:28][CH2:27]1. Starting materials: CC(=O)O[BH-](OC(C)=O)OC(C)=O, CC1(CO)CCNCC1, Cc1cc(OC2CN(C(=O)OC(C)(C)C)C2)ccc1C=O, CCN(C(C)C)C(C)C, ClCCl, [Na+]. Yields the product Cc1cc(OC2CN(C(=O)OC(C)(C)C)C2)ccc1CN1CCC(C)(CO)CC1. Conditions: time 1 hour. Starting materials: C(O)([O-])=O.[Na+] (sodium hydrogencarbonate), N1(CCNCC1)C=1C=C(C=CC1C1CC(CC(C1)(C)C)(C)C)C(C)=O (1-[3-piperazin-1-yl-4-(3,3,5,5-tetramethylcyclohexyl)phenyl]ethanone), C(CC)=O (propionaldehyde), C(C)(=O)O[BH-](OC(C)=O)OC(C)=O.[Na+] (sodium triacetoxyborohydride). Solvent: C(C)OCC (diethyl ether), O1CCCC1 (tetrahydrofuran). Procedure details: To a mixture of 1-[3-piperazin-1-yl-4-(3,3,5,5-tetramethylcyclohexyl)phenyl]ethanone (19 mg, 0.0555 mmol) produced in Example (82b), propionaldehyde (0.0119 mL, 0.166 mmol) and tetrahydrofuran (0.3 mL) was added sodium triacetoxyborohydride (35 mg, 0.166 mmol), followed by stirring for 1 hour at room temperature. Saturated aqueous solution of sodium hydrogencarbonate was added to the reaction mixture and extraction was performed with diethyl ether. The solvent was distilled off by nitrogen strea... Product: C(CC)N1CCN(CC1)C=1C=C(C=CC1C1CC(CC(C1)(C)C)(C)C)C(C)=O (1-[3-(4-propylpiperazin-1-yl)-4-(3,3,5,5-tetramethylcyclohexyl)phenyl]ethanone). As a reaction SMILES: [N:1]1([C:7]2[CH:8]=[C:9]([C:23](=[O:25])[CH3:24])[CH:10]=[CH:11][C:12]=2[CH:13]2[CH2:18][C:17]([CH3:20])([CH3:19])[CH2:16][C:15]([CH3:22])([CH3:21])[CH2:14]2)[CH2:6][CH2:5][NH:4][CH2:3][CH2:2]1.[CH:26](=O)[CH2:27][CH3:28].C(O[BH-](OC(=O)C)OC(=O)C)(=O)C.[Na+].C(=O)([O-])O.[Na+]>C(OCC)C.O1CCCC1>[CH2:26]([N:4]1[CH2:5][CH2:6][N:1]([C:7]2[CH:8]=[C:9]([C:23](=[O:25])[CH3:24])[CH:10]=[CH:11][C:12]=2[CH:13]2[CH2:14][C:15]([CH3:22])([CH3:21])[CH2:16][C:17]([CH3:19])([CH3:20])[CH2:18]2)[CH2:2][CH2:3]1)[CH2:27][CH3:28] |f:2.3,4.5|. Starting materials: C(C)(C)(C)C1=CC=C(C=C1)C(O)(C=1N(C=CN1)C=C)C1=CC=C(C=C1)C(C)(C)C (α,α-bis(p-tert.-butylphenyl)-1-vinylimidazole-2-methanol), [Mn](=O)(=O)(=O)[O-].[K+] (potassium permanganate), [Mn](=O)(=O)(=O)[O-].[K+] (potassium permanganate). Yields the product C(C)(C)(C)C1=CC=C(C=C1)C(O)(C=1NC=CN1)C1=CC=C(C=C1)C(C)(C)C (α,α-bis(p-tert.-butylphenyl)imidazole-2-methanol). As a reaction SMILES: [C:1]([C:5]1[CH:10]=[CH:9][C:8]([C:11]([C:20]2[CH:25]=[CH:24][C:23]([C:26]([CH3:29])([CH3:28])[CH3:27])=[CH:22][CH:21]=2)([C:13]2[N:14](C=C)[CH:15]=[CH:16][N:17]=2)[OH:12])=[CH:7][CH:6]=1)([CH3:4])([CH3:3])[CH3:2].[Mn]([O-])(=O)(=O)=O.[K+]>>[C:1]([C:5]1[CH:6]=[CH:7][C:8]([C:11]([C:20]2[CH:25]=[CH:24][C:23]([C:26]([CH3:29])([CH3:28])[CH3:27])=[CH:22][CH:21]=2)([C:13]2[NH:14][CH:15]=[CH:16][N:17]=2)[OH:12])=[CH:9][CH:10]=1)([CH3:4])([CH3:3])[CH3:2] |f:1.2|. Procedure details: This compound was prepared by the procedure indicated in Example XXII B using 8 g. (0.02 mol) of α,α-bis(p-tert.-butylphenyl)-1-vinylimidazole-2-methanol, 250 ml. of 4% potassium permanganate solution and 3.3 g. of solid potassium permanganate (total permanganate 0.08 mol). After removal of manganese dioxide and excess permanganate, the organic solvents were distilled off and the remaining liquid was poured into water. A precipitate was formed, which was filtered off and crystallised from a mixt... Reactants: CC(=O)Oc1c(C)c(C)c2c(c1C)C(C)(C)CN2C(=O)C(C)(C)C, CC(=O)Oc1c(C)c(C)c2c(c1C)C(C)CN2C(C)=O. Product: Cc1c(C)c2c(c(C)c1O)C(C)(C)CN2C(=O)C(C)(C)C. RXN SMILES: [C:1]([C:2]([CH3:3])([CH3:4])[CH3:5])(=[O:6])[N:7]1[CH2:8][C:9]([CH3:23])([CH3:24])[c:10]2[c:11]([CH3:22])[c:12]([O:18][C:19](=[O:20])[CH3:21])[c:13]([CH3:17])[c:14]([CH3:16])[c:15]21.[C:25]([N:26]1[c:27]2[c:28]([c:29]([CH3:30])[c:31]([O:32][C:33](=[O:34])[CH3:35])[c:36]([CH3:37])[c:38]2[CH3:39])[CH:40]([CH3:41])[CH2:42]1)(=[O:43])[CH3:44]>>[C:1]([C:2]([CH3:3])([CH3:4])[CH3:5])(=[O:6])[N:7]1[CH2:8][C:9]([CH3:23])([CH3:24])[c:10]2[c:11]([CH3:22])[c:12]([OH:18])[c:13]([CH3:17])[c:14]([CH3:16])[c:15]21.